This data is from the Open Reaction Database (ORD), a public repository of structured organic reaction records. The task is: describe an organic reaction: reactants, conditions, products, and yield Reactants: C(C)(C)(C)OC(NC1=C(C=C(C(=C1)OC1=NC=C(C=C1)N)F)F)=O (tert-butyl{5[(5-aminopyridin-2-yl)oxy]-2,4-difluorophenyl}carbamate), [S-]C#N.[K+] (potassium thiocyanate), BrBr (bromine). Run in C(C)(=O)O (acetic acid). Conditions: time 8 hour. Yields the product C(C)(C)(C)OC(NC1=C(C=C(C(=C1)OC1=CC=C2C(=N1)SC(=N2)N)F)F)=O (tert-butyl{5-[(2-amino[1,3]thiazolo[5,4-b]pyridin-5-yl)oxy]-2,4-difluorophenyl}carbamate). Yield: 88.4%. RXN SMILES: [C:1]([O:5][C:6](=[O:24])[NH:7][C:8]1[CH:13]=[C:12]([O:14][C:15]2[CH:20]=[CH:19][C:18]([NH2:21])=[CH:17][N:16]=2)[C:11]([F:22])=[CH:10][C:9]=1[F:23])([CH3:4])([CH3:3])[CH3:2].[S-:25][C:26]#[N:27].[K+].BrBr>C(O)(=O)C>[C:1]([O:5][C:6](=[O:24])[NH:7][C:8]1[CH:13]=[C:12]([O:14][C:15]2[N:16]=[C:17]3[S:25][C:26]([NH2:27])=[N:21][C:18]3=[CH:19][CH:20]=2)[C:11]([F:22])=[CH:10][C:9]=1[F:23])([CH3:4])([CH3:2])[CH3:3] |f:1.2|. Procedure details: To a solution of tert-butyl{5[(5-aminopyridin-2-yl)oxy]-2,4-difluorophenyl}carbamate (8.70 g, 25.8 mmol) and potassium thiocyanate (9.72 g, 100 mmol) in acetic acid (100 mL) was added dropwise bromine (6.39 g, 40 mmol) under ice-cooling, and the mixture was stirred at room temperature overnight. The yellow insoluble material was filtered off, and the filtrate was concentrated under reduced pressure. To the residue was added saturated aqueous sodium hydrogen carbonate solution (400 mL), and the m... Isolated yield 76.1%. Run in O1CCCC1 (tetrahydrofuran). The product is O[C@@H]1C=C2C=C[C@@H]([C@@H]([C@H]2[C@H](C1)OC(C(C)(C)OC1=CC=C(C=C1)F)=O)CC[C@@H]1C[C@H](CC(O1)=O)O)C ((4R,6R)-6-([1S,2S,6S,8S,8aR]-2-{1,2,6,7,8,8a-Hexahydro-6-hydroxy-8-[2-(4-fluorophenoxy)-2-methylpropionyloxy]-2-methyl-1-naphthyl}ethyl)tetrahydro-4-hydroxy-2H-pyran-2-one). As a reaction SMILES: [Si]([O:8][C@H:9]1[CH2:18][C@H:17]([O:19][C:20](=[O:32])[C:21]([O:24][C:25]2[CH:30]=[CH:29][C:28]([F:31])=[CH:27][CH:26]=2)([CH3:23])[CH3:22])[C@H:16]2[C:11]([CH:12]=[CH:13][C@H:14]([CH3:50])[C@@H:15]2[CH2:33][CH2:34][C@H:35]2[O:40][C:39](=[O:41])[CH2:38][C@H:37]([O:42][Si](C(C)(C)C)(C)C)[CH2:36]2)=[CH:10]1)(C(C)(C)C)(C)C.[F-].C([N+](CCCC)(CCCC)CCCC)CCC>O1CCCC1>[OH:8][C@H:9]1[CH2:18][C@H:17]([O:19][C:20](=[O:32])[C:21]([O:24][C:25]2[CH:26]=[CH:27][C:28]([F:31])=[CH:29][CH:30]=2)([CH3:23])[CH3:22])[C@H:16]2[C:11]([CH:12]=[CH:13][C@H:14]([CH3:50])[C@@H:15]2[CH2:33][CH2:34][C@H:35]2[O:40][C:39](=[O:41])[CH2:38][C@H:37]([OH:42])[CH2:36]2)=[CH:10]1 |f:1.2|. Procedure: A procedure similar to that described in Example 2, above, was followed, but using 1.08 g of (4R,6R)-6-([1S,2S,6S,8S,8aR]-2-{1,2,6,7,8,8a-hexahydro-6-t-butyldimethylsilyloxy-8-[2-(4-fluorophenoxy)-2-methylpropionyloxy]-2-methyl-1-naphthyl}ethyl)tetrahydro-4-t-butyldimethylsilyloxy-2H-pyran-2-one [prepared as described in Example 175, above] and 20.8 ml of a 1.0 molar solution of tetrabutylammonium fluoride in tetrahydrofuran, to give 565 mg of the title compound as white crystals, melting at bet... The reactants are [Si](C)(C)(C(C)(C)C)O[C@@H]1C=C2C=C[C@@H]([C@@H]([C@H]2[C@H](C1)OC(C(C)(C)OC1=CC=C(C=C1)F)=O)CC[C@@H]1C[C@H](CC(O1)=O)O[Si](C)(C)C(C)(C)C)C ((4R,6R)-6-([1S,2S,6S,8S,8aR]-2-{1,2,6,7,8,8a-Hexahydro-6-t-butyldimethylsilyloxy-8-[2-(4-fluorophenoxy)-2-methylpropionyloxy]-2-methyl-1-naphthyl}ethyl)tetrahydro-4-t-butyldimethylsilyloxy-2H-pyran-2-one), solution, [F-].C(CCC)[N+](CCCC)(CCCC)CCCC (tetrabutylammonium fluoride). Yields the product COC(=O)c1cnc(NN)nc1C(F)(F)C(F)(F)F. RXN SMILES: [CH3:38][OH:39].[Cl:19][c:20]1[n:21][c:22]([C:23]([F:24])([F:25])[C:26]([F:27])([F:28])[F:29])[c:30]([C:31]([Cl:32])=[O:33])[cH:34][n:35]1.[Cl:1][c:2]1[n:3][cH:4][c:5]([C:15](=[O:16])[O:17][CH3:18])[c:6]([C:8]([C:9]([F:10])([F:11])[F:12])([F:13])[F:14])[n:7]1.[NH2:36][NH2:37]>>[c:2]1([NH:36][NH2:37])[n:3][cH:4][c:5]([C:15](=[O:16])[O:17][CH3:18])[c:6]([C:8]([C:9]([F:10])([F:11])[F:12])([F:13])[F:14])[n:7]1. The reactants are CO, O=C(Cl)c1cnc(Cl)nc1C(F)(F)C(F)(F)F, COC(=O)c1cnc(Cl)nc1C(F)(F)C(F)(F)F, NN. Starting materials: Nc1ccc2cc(Br)ccc2n1, CCO, ClCCl, COc1ccc(S(=O)(=O)Nc2cc(B3OC(C)(C)C(C)(C)O3)cnc2Cl)cc1, [Na+], [Na+], O=C([O-])[O-], c1ccc(P(c2ccccc2)(c2ccccc2)[Pd](P(c2ccccc2)(c2ccccc2)c2ccccc2)(P(c2ccccc2)(c2ccccc2)c2ccccc2)P(c2ccccc2)(c2ccccc2)c2ccccc2)cc1. Product: COc1ccc(S(=O)(=O)Nc2cc(-c3ccc4nc(N)ccc4c3)cnc2Cl)cc1. Reaction SMILES: [Br:35][c:36]1[cH:37][c:38]2[cH:39][cH:40][c:41]([NH2:46])[n:42][c:43]2[cH:44][cH:45]1.[CH3:47][CH2:48][OH:49].[Cl:50][CH2:51][Cl:52].[Cl:7][c:8]1[n:9][cH:10][c:11]([B:26]2[O:27][C:28]([CH3:29])([CH3:30])[C:31]([CH3:32])([CH3:33])[O:34]2)[cH:12][c:13]1[NH:14][S:15](=[O:16])(=[O:17])[c:18]1[cH:19][cH:20][c:21]([O:24][CH3:25])[cH:22][cH:23]1.[Na+:1].[Na+:2].[O-:3][C:4](=[O:5])[O-:6].[cH:53]1[cH:54][cH:55][c:56]([P:57]([Pd:58]([P:59]([c:60]2[cH:61][cH:62][cH:63][cH:64][cH:65]2)([c:66]2[cH:67][cH:68][cH:69][cH:70][cH:71]2)[c:72]2[cH:73][cH:74][cH:75][cH:76][cH:77]2)([P:78]([c:79]2[cH:80][cH:81][cH:82][cH:83][cH:84]2)([c:85]2[cH:86][cH:87][cH:88][cH:89][cH:90]2)[c:91]2[cH:92][cH:93][cH:94][cH:95][cH:96]2)[P:97]([c:98]2[cH:99][cH:100][cH:101][cH:102][cH:103]2)([c:104]2[cH:105][cH:106][cH:107][cH:108][cH:109]2)[c:110]2[cH:111][cH:112][cH:113][cH:114][cH:115]2)([c:116]2[cH:117][cH:118][cH:119][cH:120][cH:121]2)[c:122]2[cH:123][cH:124][cH:125][cH:126][cH:127]2)[cH:128][cH:129]1>>[Cl:7][c:8]1[n:9][cH:10][c:11](-[c:36]2[cH:37][c:38]3[cH:39][cH:40][c:41]([NH2:46])[n:42][c:43]3[cH:44][cH:45]2)[cH:12][c:13]1[NH:14][S:15](=[O:16])(=[O:17])[c:18]1[cH:19][cH:20][c:21]([O:24][CH3:25])[cH:22][cH:23]1. The reactants are FC1=CC=C(C=C1)C=1OC2=C(C1C(=O)NC)C=C(C(=C2)N(S(=O)(=O)C)C)B2OC(C(O2)(C)C)(C)C (2-(4-fluorophenyl)-N-methyl-6-(N-methylmethylsulfonamido)-5-(4,4,5,5-tetramethyl-1,3,2-dioxaborolan-2-yl)benzofuran-3-carboxamide), ClC=1C=CC2=C(C=3N(C=4C=CC=C(C4C3)F)CO2)N1 (2-chloro-11-fluoro-6H-pyrido[2′,3′:5,6][1,3]oxazino[3,4-a]indole), K3PO4.3H2O, CC(C)C1=CC(=C(C(=C1)C(C)C)C2=C(C=CC=C2)P(C3CCCCC3)C4CCCCC4)C(C)C (X-Phos). The reagents and catalysts are C=1C=CC(=CC1)/C=C/C(=O)/C=C/C2=CC=CC=C2.C=1C=CC(=CC1)/C=C/C(=O)/C=C/C2=CC=CC=C2.C=1C=CC(=CC1)/C=C/C(=O)/C=C/C2=CC=CC=C2.[Pd].[Pd] (Pd2(dba)3). The solvent is O1CCOCC1.O (dioxane H2O), O (water). Reaction conditions: temperature 80 celsius. Product: FC=1C=2C=C3N(C2C=CC1)COC1=C3N=C(C=C1)C=1C(=CC3=C(C(=C(O3)C3=CC=C(C=C3)F)C(=O)NC)C1)N(S(=O)(=O)C)C (5-(11-fluoro-6H-pyrido[2′,3′:5,6][1,3]oxazino[3,4-a]indol-2-yl)-2-(4-fluorophenyl)-N-methyl-6-(N-methylmethylsulfonamido)benzofuran-3-carboxamide). Yield: 49.1%. As a reaction SMILES: [F:1][C:2]1[CH:7]=[CH:6][C:5]([C:8]2[O:9][C:10]3[CH:20]=[C:19]([N:21]([CH3:26])[S:22]([CH3:25])(=[O:24])=[O:23])[C:18](B4OC(C)(C)C(C)(C)O4)=[CH:17][C:11]=3[C:12]=2[C:13]([NH:15][CH3:16])=[O:14])=[CH:4][CH:3]=1.Cl[C:37]1[CH:38]=[CH:39][C:40]2[O:53][CH2:52][N:43]3[C:44]4[CH:45]=[CH:46][CH:47]=[C:48]([F:51])[C:49]=4[CH:50]=[C:42]3[C:41]=2[N:54]=1.CC(C1C=C(C(C)C)C(C2C=CC=CC=2P(C2CCCCC2)C2CCCCC2)=C(C(C)C)C=1)C>O1CCOCC1.O.O.C1C=CC(/C=C/C(/C=C/C2C=CC=CC=2)=O)=CC=1.C1C=CC(/C=C/C(/C=C/C2C=CC=CC=2)=O)=CC=1.C1C=CC(/C=C/C(/C=C/C2C=CC=CC=2)=O)=CC=1.[Pd].[Pd]>[F:51][C:48]1[C:49]2[CH:50]=[C:42]3[C:41]4[N:54]=[C:37]([C:18]5[C:19]([N:21]([CH3:26])[S:22]([CH3:25])(=[O:23])=[O:24])=[CH:20][C:10]6[O:9][C:8]([C:5]7[CH:6]=[CH:7][C:2]([F:1])=[CH:3][CH:4]=7)=[C:12]([C:13]([NH:15][CH3:16])=[O:14])[C:11]=6[CH:17]=5)[CH:38]=[CH:39][C:40]=4[O:53][CH2:52][N:43]3[C:44]=2[CH:45]=[CH:46][CH:47]=1 |f:3.4,6.7.8.9.10|. Reported procedure: To a degassed solution of 2-(4-fluorophenyl)-N-methyl-6-(N-methylmethylsulfonamido)-5-(4,4,5,5-tetramethyl-1,3,2-dioxaborolan-2-yl)benzofuran-3-carboxamide (100 mg, 0.199 mmol), 2-chloro-11-fluoro-6H-pyrido[2′,3′:5,6][1,3]oxazino[3,4-a]indole (56 mg, 0.199 mmol) and K3PO4.3H2O (159 mg, 0.597 mmol) in dioxane/H2O (0.8 mL/0.2 mL) was added Pd2(dba)3 (9 mg, 0.01 mmol) and X-Phos (9 mg, 0.02 mmol) under N2. The mixture was heated at 80° C. for 1 hour. The mixture was then diluted with water (30 mL) ... Run in C1(=CC=CC=C1)C (toluene), C(C)OCC (diethylether). Reaction SMILES: Br[C:2]1[N:3]=[C:4]([N:23]2[CH2:28][CH2:27][O:26][CH2:25][CH2:24]2)[S:5][C:6]=1[C:7]1[N:11]2[N:12]=[C:13]([CH3:21])[CH:14]=[C:15]([CH:16]([CH2:19][CH3:20])[CH2:17][CH3:18])[C:10]2=[N:9][C:8]=1[CH3:22].[Li]CCCC.CCCCCC.C1C=CC(S(N(S(C2C=CC=CC=2)(=O)=O)[F:50])(=O)=O)=CC=1.[NH4+].[Cl-]>C(OCC)C.C1(C)C=CC=CC=1>[CH2:17]([CH:16]([C:15]1[C:10]2[N:11]([C:7]([C:6]3[S:5][C:4]([N:23]4[CH2:28][CH2:27][O:26][CH2:25][CH2:24]4)=[N:3][C:2]=3[F:50])=[C:8]([CH3:22])[N:9]=2)[N:12]=[C:13]([CH3:21])[CH:14]=1)[CH2:19][CH3:20])[CH3:18] |f:4.5|. Product: C(C)C(CC)C=1C=2N(N=C(C1)C)C(=C(N2)C)C2=C(N=C(S2)N2CCOCC2)F (N-{5-[8-(1-ethyl-propyl)-2,6-dimethyl-imidazo[1,2-b]pyridazin-3-yl]-4-fluoro-thiazol-2-yl}-morpholine). Yield: 9.2%. The reactants are C1=CC=C(C=C1)S(=O)(=O)N(F)S(=O)(=O)C2=CC=CC=C2 (N-fluorobenzene sulfonimide), BrC=1N=C(SC1C1=C(N=C2N1N=C(C=C2C(CC)CC)C)C)N2CCOCC2 (3-(4-Bromo-2-morpholin-4-yl-thiazol-5-yl)-8-(1-ethyl-propyl)-2,6-dimethyl-imidazo[1,2-b]pyridazine), [Li]CCCC (n-BuLi), CCCCCC (hexane), [NH4+].[Cl-] (NH4Cl). Conditions: temperature -78 celsius, time 20 minute. Procedure: 50 mg of 3-(4-Bromo-2-morpholin-4-yl-thiazol-5-yl)-8-(1-ethyl-propyl)-2,6-dimethyl-imidazo[1,2-b]pyridazine (0.11 mmol) is dissolved in 4 ml of diethylether and cooled to −78° C. and 0.1 ml of n-BuLi 1.6M in hexane (0.16 mmol) is added at −78° C. and stirred at −78° C. for 20 min. 104 mg of N-fluorobenzene sulfonimide (0.33 mmol) in 2 ml of toluene is added at −78° C. and stirred at room temperature for 1 h. sat. NH4Cl is added, and the mixture is extracted with Et2O, dried over Na2SO4 and evapo... Starting materials: C=CCOc1cnc(N)cn1, ClCCl, CN(C)C=O, CS(=O)(=O)c1ccc(C(CC2CCCC2)C(=O)O)cc1Cl, O=C(Cl)C(=O)Cl, c1ccncc1. Product: C=CCOc1cnc(NC(=O)C(CC2CCCC2)c2ccc(S(C)(=O)=O)c(Cl)c2)cn1. RXN SMILES: [CH2:28]([CH:29]=[CH2:30])[O:31][c:32]1[n:33][cH:34][c:35]([NH2:38])[n:36][cH:37]1.[CH2:45]([Cl:46])[Cl:47].[CH3:48][N:49]([CH3:50])[CH:51]=[O:52].[Cl:1][c:2]1[cH:3][c:4]([CH:12]([C:13](=[O:14])[OH:15])[CH2:16][CH:17]2[CH2:18][CH2:19][CH2:20][CH2:21]2)[cH:5][cH:6][c:7]1[S:8](=[O:9])(=[O:10])[CH3:11].[Cl:22][C:23]([C:24]([Cl:25])=[O:26])=[O:27].[cH:39]1[cH:40][cH:41][n:42][cH:43][cH:44]1>>[Cl:1][c:2]1[cH:3][c:4]([CH:12]([C:13](=[O:15])[NH:38][c:35]2[cH:34][n:33][c:32]([O:31][CH2:28][CH:29]=[CH2:30])[cH:37][n:36]2)[CH2:16][CH:17]2[CH2:18][CH2:19][CH2:20][CH2:21]2)[cH:5][cH:6][c:7]1[S:8](=[O:9])(=[O:10])[CH3:11]. The reactants are [BH4-], COc1cc2c(nc1OC)c(-c1cc3c(C=O)ccnc3[nH]1)cn2C, CO, CCOC(C)=O, ClCCl, [Na+], O. Yields the product COc1cc2c(nc1OC)c(-c1cc3c(CO)ccnc3[nH]1)cn2C. As a reaction SMILES: [BH4-:26].[CH3:1][O:2][c:3]1[c:4]([O:24][CH3:25])[cH:5][c:6]2[c:7]([n:8]1)[c:9](-[c:13]1[cH:14][c:15]3[c:16]([n:17][cH:18][cH:19][c:20]3[CH:21]=[O:22])[nH:23]1)[cH:10][n:11]2[CH3:12].[CH3:28][OH:29].[CH3:34][CH2:35][O:36][C:37](=[O:38])[CH3:39].[Cl:30][CH2:31][Cl:32].[Na+:27].[OH2:33]>>[CH3:1][O:2][c:3]1[c:4]([O:24][CH3:25])[cH:5][c:6]2[c:7]([n:8]1)[c:9](-[c:13]1[cH:14][c:15]3[c:16]([n:17][cH:18][cH:19][c:20]3[CH2:21][OH:22])[nH:23]1)[cH:10][n:11]2[CH3:12].